This data is from the Open Reaction Database (ORD), a public repository of structured organic reaction records. The task is: describe an organic reaction: reactants, conditions, products, and yield Reactants: C=1C=CC2=C(C1)N=NN2O (HOBT), CCN(C(C)C)C(C)C (DIPEA), CCN=C=NCCCN(C)C.Cl (EDCl), BOC, N1(CCC1)CCOC1(CCN(CC1)C(=O)OC(C)(C)C)C=1C=NC=CC1 (tert-butyl 4-(2-(azetidin-1-yl)ethoxy)-4-(pyridin-3-yl)piperidine-1-carboxylate), C(=O)(C(F)(F)F)O (TFA), amine, amine, COC1=CC(=C(C(=C1)C)S(=O)(=O)N1[C@@H](CCCC1)COCC(=O)O)C ((S)-2-((1-(4-methoxy-2,6-dimethylphenylsulfonyl)piperidin-2-yl)methoxy)acetic acid). Run in C(Cl)Cl (methylene chloride), C(Cl)Cl (methylene chloride), C(Cl)Cl (methylene chloride). Run at temperature 0 celsius, time 16 hour. Yields the product N1(CCC1)CCOC1(CCN(CC1)C(COC[C@H]1N(CCCC1)S(=O)(=O)C1=C(C=C(C=C1C)OC)C)=O)C=1C=NC=CC1 (1-[4-[2-(Azetidin-1-yl)-ethoxy]-4-pyridin-3-yl-piperidin-1-yl]-2-[[(2S)-1-[(4-methoxy-2,6-dimethyl-phenyl)sulfonyl]-piperidin-2-yl]-methoxy]-ethanone). The yield is 39.0%. As a reaction SMILES: [N:1]1([CH2:5][CH2:6][O:7][C:8]2([C:21]3[CH:22]=[N:23][CH:24]=[CH:25][CH:26]=3)[CH2:13][CH2:12][N:11]([C:14](OC(C)(C)C)=[O:15])[CH2:10][CH2:9]2)[CH2:4][CH2:3][CH2:2]1.C(O)(C(F)(F)F)=O.[CH3:34][O:35][C:36]1[CH:41]=[C:40]([CH3:42])[C:39]([S:43]([N:46]2[CH2:51][CH2:50][CH2:49][CH2:48][C@H:47]2[CH2:52][O:53][CH2:54]C(O)=O)(=[O:45])=[O:44])=[C:38]([CH3:58])[CH:37]=1.CCN=C=NCCCN(C)C.Cl.C1C=CC2N(O)N=NC=2C=1.CCN(C(C)C)C(C)C>C(Cl)Cl>[N:1]1([CH2:5][CH2:6][O:7][C:8]2([C:21]3[CH:22]=[N:23][CH:24]=[CH:25][CH:26]=3)[CH2:13][CH2:12][N:11]([C:14](=[O:15])[CH2:54][O:53][CH2:52][C@@H:47]3[CH2:48][CH2:49][CH2:50][CH2:51][N:46]3[S:43]([C:39]3[C:40]([CH3:42])=[CH:41][C:36]([O:35][CH3:34])=[CH:37][C:38]=3[CH3:58])(=[O:45])=[O:44])[CH2:10][CH2:9]2)[CH2:2][CH2:3][CH2:4]1 |f:3.4|. Reported procedure: After the BOC deprotection of tert-butyl 4-(2-(azetidin-1-yl)ethoxy)-4-(pyridin-3-yl)piperidine-1-carboxylate [amine E] (0.15 g, 1.2 eq.) in the presence of TFA (10-13 eq.) in methylene chloride (see e.g. stage (iii)/amine H), the amine was added to a cooled (0° C.) solution comprising (S)-2-((1-(4-methoxy-2,6-dimethylphenylsulfonyl)piperidin-2-yl)methoxy)acetic acid [acid D] (1 eq.), EDCl (1.5 eq.), HOBT (1 eq.) and DIPEA (3 eq.) in methylene chloride (10 ml). When the addition was complete, th... Reactants: Cc1nc(Oc2ccccc2)c([N+](=O)[O-])c(NCCOCCCc2cccnc2)c1C, Cc1ccccc1, [H][H]. Product: Cc1nc(Oc2ccccc2)c(N)c(NCCOCCCc2cccnc2)c1C. As a reaction SMILES: [CH3:1][c:2]1[n:3][c:4]([O:25][c:26]2[cH:27][cH:28][cH:29][cH:30][cH:31]2)[c:5]([N+:22]([O-:23])=[O:24])[c:6]([NH:9][CH2:10][CH2:11][O:12][CH2:13][CH2:14][CH2:15][c:16]2[cH:17][n:18][cH:19][cH:20][cH:21]2)[c:7]1[CH3:8].[CH3:34][c:35]1[cH:36][cH:37][cH:38][cH:39][cH:40]1.[H:32][H:33]>>[CH3:1][c:2]1[n:3][c:4]([O:25][c:26]2[cH:27][cH:28][cH:29][cH:30][cH:31]2)[c:5]([NH2:22])[c:6]([NH:9][CH2:10][CH2:11][O:12][CH2:13][CH2:14][CH2:15][c:16]2[cH:17][n:18][cH:19][cH:20][cH:21]2)[c:7]1[CH3:8]. Starting materials: CN(C1=CC=C(C=O)C=C1)C (p-dimethylaminobenzaldehyde), [Br-].N[NH+]1C(N(C=C1)CC(=O)C1=CC=C(C=C1)OC)(CC)CC (1-amino-2-ethyl-3-(p-methoxyphenacyl)-2-ethylimidazolium bromide). Solvent: C(C)(=O)O (acetic acid). Conditions: time 4 day. Product: [Br-].CN(C1=CC=C(C=N[N+]2=C(N(C=C2)CC(=O)C2=CC=C(C=C2)OC)CC)C=C1)C (1-[[p-(dimethylamino)benzylidene]amino]-2-ethyl-3-(p-methoxyphenacyl)-imidazolium bromide). As a reaction SMILES: [CH3:1][N:2]([CH3:11])[C:3]1[CH:10]=[CH:9][C:6]([CH:7]=O)=[CH:5][CH:4]=1.[Br-:12].[NH2:13][NH+:14]1[CH:18]=[CH:17][N:16]([CH2:19][C:20]([C:22]2[CH:27]=[CH:26][C:25]([O:28][CH3:29])=[CH:24][CH:23]=2)=[O:21])[C:15]1(CC)[CH2:30][CH3:31]>C(O)(=O)C>[Br-:12].[CH3:1][N:2]([CH3:11])[C:3]1[CH:10]=[CH:9][C:6]([CH:7]=[N:13][N+:14]2[CH:18]=[CH:17][N:16]([CH2:19][C:20]([C:22]3[CH:27]=[CH:26][C:25]([O:28][CH3:29])=[CH:24][CH:23]=3)=[O:21])[C:15]=2[CH2:30][CH3:31])=[CH:5][CH:4]=1 |f:1.2,4.5|. Reported procedure: 1.18 g (7.9 mmol) of p-dimethylaminobenzaldehyde are added to a solution of 2.7 g (7.9 mmol) of 1-amino-2-ethyl-3-(p-methoxyphenacyl)-2-ethylimidazolium bromide in 40 ml of glacial acetic acid. The mixture is stirred at room temperature for 4 days, the product is crystallized out by the addition of ether and filtered off. It is washed with water, dried at room temperature and recrystallized from ethanol. There is obtained 1-[[p-(dimethylamino)benzylidene]amino]-2-ethyl-3-(p-methoxyphenacyl)-imid... The reactants are C(C#C)Br (propargyl bromide), CC1(OCC(O1)CO)C ((2,2-dimethyl-1,3-dioxolan-4-yl)methanol), [H-].[Na+] (NaH). The reagents and catalysts are [N+](CCCC)(CCCC)(CCCC)CCCC.[I-] (nBu4NI). Solvent: C1CCOC1 (THF). Conditions: time 2 hour. The product is CC1(OCC(O1)COCC#C)C (2,2-Dimethyl-4-prop-2-ynyloxymethyl-[1,3]dioxolane). RXN SMILES: [CH3:1][C:2]1([CH3:9])[O:6][CH:5]([CH2:7][OH:8])[CH2:4][O:3]1.[H-].[Na+].[CH2:12](Br)[C:13]#[CH:14]>C1COCC1.[N+](CCCC)(CCCC)(CCCC)CCCC.[I-]>[CH3:1][C:2]1([CH3:9])[O:6][CH:5]([CH2:7][O:8][CH2:14][C:13]#[CH:12])[CH2:4][O:3]1 |f:1.2,5.6|. Procedure: A 0° C. solution of (2,2-dimethyl-1,3-dioxolan-4-yl)methanol (Aldrich, 1 g) in THF (20 mL) was treated with NaH (327 mg, 60% oil dispersion), then refluxed for 60 min. The resulting suspension was cooled in an ice bath, treated with nBu4NI (55 mg) and propargyl bromide (0.9 mL) then stirred at r.t. for 2 h. The reaction was partitioned between water and ether (2×) and the combined ether extacts were dried (MgSO4), concentrated to give 1.3 g of the title compound. MS ESI(+) m/e 170.9 (M+H)+. Starting materials: COC1=CC=C(CN2N=C(C3=C2N=CC=C3O)C)C=C1 (1-(4-methoxybenzyl)-3-methyl-1H-pyrazolo[3,4-b]pyridin-4-ol), FC1=C(C=C(C=C1)[N+](=O)[O-])C (1-fluoro-2-methyl-4-nitrobenzene). Yields the product COC1=CC=C(CN2N=C(C=3C2=NC=CC3OC3=C(C=C(C=C3)[N+](=O)[O-])C)C)C=C1 (1-(4-methoxybenzyl)-3-methyl-4-(2-methyl-4-nitrophenoxy)-1H-pyrazolo[3,4-b]pyridine). The yield is 47.5%. RXN SMILES: [CH3:1][O:2][C:3]1[CH:20]=[CH:19][C:6]([CH2:7][N:8]2[C:12]3[N:13]=[CH:14][CH:15]=[C:16]([OH:17])[C:11]=3[C:10]([CH3:18])=[N:9]2)=[CH:5][CH:4]=1.F[C:22]1[CH:27]=[CH:26][C:25]([N+:28]([O-:30])=[O:29])=[CH:24][C:23]=1[CH3:31]>>[CH3:1][O:2][C:3]1[CH:4]=[CH:5][C:6]([CH2:7][N:8]2[C:12]3=[N:13][CH:14]=[CH:15][C:16]([O:17][C:22]4[CH:27]=[CH:26][C:25]([N+:28]([O-:30])=[O:29])=[CH:24][C:23]=4[CH3:31])=[C:11]3[C:10]([CH3:18])=[N:9]2)=[CH:19][CH:20]=1. Procedure details: Prepared from 1-(4-methoxybenzyl)-3-methyl-1H-pyrazolo[3,4-b]pyridin-4-ol (0.150 g, 0.557 mmol; prepared as in Example 5, Step B) and 1-fluoro-2-methyl-4-nitrobenzene (0.0864 g, 0.557 mmol) according to the procedure of Example 13, Step A. The crude product was purified by Biotage 40S column eluting with 3:1 hexane/EtOAc then EtOAc to obtain the product (107 mg, 48%) as a off white solid. 1H NMR (CDCl3, 400 MHz) δ 8.33 (d, J=5.5 Hz, 1H), 8.25 (m, 1H), 8.15 (m, 1H), 7.35 (d, J=8.6 Hz, 2H), 7.17 (... Reactants: BrC(C(=O)NC=1SC(=CN1)CC1=C(C=CC=C1)Cl)C1=CC=CC=C1 (2-Bromo-N-[5-(2-chloro-benzyl)-thiazol-2-yl]-2-phenyl-acetamide), N1CCOCC1 (morpholine). Run in CN(C=O)C (N,N-dimethylformamide). The product is ClC1=C(CC2=CN=C(S2)NC(C(C2=CC=CC=C2)N2CCOCC2)=O)C=CC=C1 (N-[5-(2-Chloro-benzyl)-thiazol-2-yl]-2-morpholin-4-yl-2-phenyl-acetamide). Reaction SMILES: Br[CH:2]([C:19]1[CH:24]=[CH:23][CH:22]=[CH:21][CH:20]=1)[C:3]([NH:5][C:6]1[S:7][C:8]([CH2:11][C:12]2[CH:17]=[CH:16][CH:15]=[CH:14][C:13]=2[Cl:18])=[CH:9][N:10]=1)=[O:4].[NH:25]1[CH2:30][CH2:29][O:28][CH2:27][CH2:26]1>CN(C)C=O>[Cl:18][C:13]1[CH:14]=[CH:15][CH:16]=[CH:17][C:12]=1[CH2:11][C:8]1[S:7][C:6]([NH:5][C:3](=[O:4])[CH:2]([N:25]2[CH2:30][CH2:29][O:28][CH2:27][CH2:26]2)[C:19]2[CH:24]=[CH:23][CH:22]=[CH:21][CH:20]=2)=[N:10][CH:9]=1. Procedure: 2-Bromo-N-[5-(2-chloro-benzyl)-thiazol-2-yl]-2-phenyl-acetamide (42 mg, 0.10 mmol) was dissolved in 0.5 mL of N,N-dimethylformamide containing morpholine (174 mg, 2.00 mmol). The reaction vessel was sealed and then subjected to microwave irradiation for 5 minutes at 80° C. The crude mixture was evaporated to dryness and purified by reverse-phase preparative liquid chromatography (31 mg, 0.072, 72%). ESI-MS m/z calc. 427.1. found 428.0 (M+1)+ Retention time 2.40 minutes.